Dataset: the Open Reaction Database (ORD), a public repository of structured organic reaction records. Task: describe an organic reaction: reactants, conditions, products, and yield Starting materials: ClCCl, CSCc1cc(OC(=O)N(C)C)no1, O=C(OO)c1cccc(Cl)c1. Yields the product CN(C)C(=O)Oc1cc(CS(C)=O)on1. As a reaction SMILES: [CH2:26]([Cl:27])[Cl:28].[CH3:1][N:2]([C:3](=[O:4])[O:5][c:6]1[n:7][o:8][c:9]([CH2:11][S:12][CH3:13])[cH:10]1)[CH3:14].[Cl:15][c:16]1[cH:17][cH:18][cH:19][c:20]([C:21]([O:22][OH:24])=[O:23])[cH:25]1>>[CH3:1][N:2]([C:3](=[O:4])[O:5][c:6]1[n:7][o:8][c:9]([CH2:11][S:12]([CH3:13])=[O:23])[cH:10]1)[CH3:14].